Dataset: the Open Reaction Database (ORD), a public repository of structured organic reaction records. Task: describe an organic reaction: reactants, conditions, products, and yield Starting materials: C(N)(=O)C1C(N(CC1)CC1=CC=C(C=C1)Cl)=O (3-carbamoyl-1-(4-chlorobenzyl)pyrrolidin-2-one). Solvent: C1CCOC1 (THF), C1CCOC1 (THF). Reaction conditions: temperature 65 celsius, time 15 hour. Product: NCC1CN(CC1)CC1=CC=C(C=C1)Cl (3-(aminomethyl)-1-(4-chlorobenzyl)pyrrolidine). Yield: 66.7%. Reaction SMILES: [C:1]([CH:4]1[CH2:8][CH2:7][N:6]([CH2:9][C:10]2[CH:15]=[CH:14][C:13]([Cl:16])=[CH:12][CH:11]=2)[C:5]1=O)(=O)[NH2:2]>C1COCC1>[NH2:2][CH2:1][CH:4]1[CH2:8][CH2:7][N:6]([CH2:9][C:10]2[CH:11]=[CH:12][C:13]([Cl:16])=[CH:14][CH:15]=2)[CH2:5]1. Procedure: To a solution of 3-carbamoyl-1-(4-chlorobenzyl)pyrrolidin-2-one (1.45 g) in THF (15 mL) was added 1.0 N BH3 in THF (25 mL). The reaction mixture was stirred at 65° C. for 15 h. After cooling to room temperature, the solvent was removed under reduced pressure. Water (30 mL) and conc. HCl (10 mL) were added and the mixture was stirred at 100° C. for 2 h and room temperature for 1 h. 2 N NaOH aqueous solution (100 mL) was added and the mixture was extracted with AcOEt (50 mL×3). The combined organi... Starting materials: CC(C)(C)OC(=O)N1CCC(=O)CC1, C1CCOC1, [Li]CCCC, CC1(C)CCCN(CCCOc2ccc(I)cc2)C1. Yields the product CC1(C)CCCN(CCCOc2ccc(C3(O)CCN(C(=O)OC(C)(C)C)CC3)cc2)C1. Reaction SMILES: [C:25](=[O:26])([O:27][C:28]([CH3:29])([CH3:30])[CH3:31])[N:32]1[CH2:33][CH2:34][C:35](=[O:38])[CH2:36][CH2:37]1.[CH2:39]1[O:40][CH2:41][CH2:42][CH2:43]1.[CH3:20][CH2:21][CH2:22][CH2:23][Li:24].[I:1][c:2]1[cH:3][cH:4][c:5]([O:8][CH2:9][CH2:10][CH2:11][N:12]2[CH2:13][C:14]([CH3:18])([CH3:19])[CH2:15][CH2:16][CH2:17]2)[cH:6][cH:7]1>>[c:2]1([C:35]2([OH:38])[CH2:34][CH2:33][N:32]([C:25](=[O:26])[O:27][C:28]([CH3:29])([CH3:30])[CH3:31])[CH2:37][CH2:36]2)[cH:3][cH:4][c:5]([O:8][CH2:9][CH2:10][CH2:11][N:12]2[CH2:13][C:14]([CH3:18])([CH3:19])[CH2:15][CH2:16][CH2:17]2)[cH:6][cH:7]1. Reactants: CON=C(C)c1cccc(N(C=O)c2nc(OC)cc(OC)n2)c1C(=O)OC, CO, Cl, O. Product: CON=C(C)c1cccc(Nc2nc(OC)cc(OC)n2)c1C(=O)OC. RXN SMILES: [CH3:2][O:3][c:4]1[n:5][c:6]([N:12]([CH:13]=[O:14])[c:15]2[c:16]([C:17](=[O:18])[O:19][CH3:20])[c:21]([C:25]([CH3:26])=[N:27][O:28][CH3:29])[cH:22][cH:23][cH:24]2)[n:7][c:8]([O:10][CH3:11])[cH:9]1.[CH3:31][OH:32].[ClH:1].[OH2:30]>>[CH3:2][O:3][c:4]1[n:5][c:6]([NH:12][c:15]2[c:16]([C:17](=[O:18])[O:19][CH3:20])[c:21]([C:25]([CH3:26])=[N:27][O:28][CH3:29])[cH:22][cH:23][cH:24]2)[n:7][c:8]([O:10][CH3:11])[cH:9]1. The solvent is O1CCCC1 (tetrahydrofuran). Product: FC=1C=C(C=CC1C)C([C@H]1N(CCC1)C(=O)OC(C)(C)C)OC(=S)N1C=NC=C1 (Tert-butyl (2S)-2-{(3-fluoro-4-methylphenyl)[(1H-imidazol-1-yl carbonothioyl)oxy]methyl}pyrrolidine-1-carboxylate). Procedure details: Tert-butyl (2S)-2-[(3-fluoro-4-methylphenyl)(hydroxy)methyl]pyrrolidine-1-carboxylate (1.30 g, 4.19 mmol), which had been obtained in Example 1 (1b), 1,1′-thiocarbonyldiimidazole (1.12 g, 6.28 mmol), and 4-(dimethylamino)pyridine (0.05 g, 0.42 mmol) were dissolved in tetrahydrofuran (8.4 mL) and stirred with heating under reflux for 16 hours. The reaction solution was cooled to room temperature. Water (20 mL) was added to the reaction solution, which was then extracted with ethyl acetate (20 mL×... The yield is 47.0%. Reactants: FC=1C=C(C=CC1C)C([C@H]1N(CCC1)C(=O)OC(C)(C)C)O (Tert-butyl (2S)-2-[(3-fluoro-4-methylphenyl)(hydroxy)methyl]pyrrolidine-1-carboxylate), O (Water), Example 1 ( 1b ), C(=S)(N1C=NC=C1)N1C=NC=C1 (1,1′-thiocarbonyldiimidazole). Reagents/catalysts: CN(C1=CC=NC=C1)C (4-(dimethylamino)pyridine). As a reaction SMILES: [F:1][C:2]1[CH:3]=[C:4]([CH:9]([OH:22])[C@@H:10]2[CH2:14][CH2:13][CH2:12][N:11]2[C:15]([O:17][C:18]([CH3:21])([CH3:20])[CH3:19])=[O:16])[CH:5]=[CH:6][C:7]=1[CH3:8].[C:23](N1C=CN=C1)([N:25]1[CH:29]=[CH:28][N:27]=[CH:26]1)=[S:24].O>CN(C)C1C=CN=CC=1.O1CCCC1>[F:1][C:2]1[CH:3]=[C:4]([CH:9]([O:22][C:23]([N:25]2[CH:29]=[CH:28][N:27]=[CH:26]2)=[S:24])[C@@H:10]2[CH2:14][CH2:13][CH2:12][N:11]2[C:15]([O:17][C:18]([CH3:19])([CH3:21])[CH3:20])=[O:16])[CH:5]=[CH:6][C:7]=1[CH3:8]. Starting materials: COC(=O)CC(C)=O, C1CCNCC1, Cc1ccc(C=O)cc1, CC(=O)O, c1ccccc1. Product: COC(=O)C(=Cc1ccc(C)cc1)C(C)=O. RXN SMILES: [C:10]([CH2:11][C:12](=[O:13])[CH3:14])(=[O:15])[O:16][CH3:17].[CH2:18]1[CH2:19][CH2:20][NH:21][CH2:22][CH2:23]1.[CH3:1][c:2]1[cH:3][cH:4][c:5]([CH:6]=[O:7])[cH:8][cH:9]1.[CH3:24][C:25](=[O:26])[OH:27].[cH:28]1[cH:29][cH:30][cH:31][cH:32][cH:33]1>>[CH3:1][c:2]1[cH:3][cH:4][c:5]([CH:6]=[C:11]([C:10](=[O:15])[O:16][CH3:17])[C:12](=[O:13])[CH3:14])[cH:8][cH:9]1. The product is CC(C)(F)CNc1c(N)c(Cl)nc2ccccc12. The reactants are CC#N, CC(C)(F)CNc1c([N+](=O)[O-])c(Cl)nc2ccccc12. Reaction SMILES: [CH3:21][C:22]#[N:23].[Cl:1][c:2]1[n:3][c:4]2[cH:5][cH:6][cH:7][cH:8][c:9]2[c:10]([NH:15][CH2:16][C:17]([CH3:18])([CH3:19])[F:20])[c:11]1[N+:12]([O-:13])=[O:14]>>[Cl:1][c:2]1[n:3][c:4]2[cH:5][cH:6][cH:7][cH:8][c:9]2[c:10]([NH:15][CH2:16][C:17]([CH3:18])([CH3:19])[F:20])[c:11]1[NH2:12]. Reaction SMILES: [Br:1][C:2]1[CH:14]=[CH:13][C:12]2[C:11]3[C:6](=[CH:7][C:8]([Br:15])=[CH:9][CH:10]=3)[CH2:5][C:4]=2[CH:3]=1.[CH2:16](Br)[CH2:17][CH2:18][CH2:19][CH2:20][CH3:21].[OH-].[Na+]>[Cl-].C([N+](CCCC)(CCCC)CCCC)CCC>[Br:1][C:2]1[CH:14]=[CH:13][C:12]2[C:11]3[C:6](=[CH:7][C:8]([Br:15])=[CH:9][CH:10]=3)[C:5]([CH2:13][CH2:14][CH2:2][CH2:3][CH2:4][CH3:12])([CH2:16][CH2:17][CH2:18][CH2:19][CH2:20][CH3:21])[C:4]=2[CH:3]=1 |f:2.3,4.5|. The reagents and catalysts are [Cl-].C(CCC)[N+](CCCC)(CCCC)CCCC (tetra-n-butylammonium chloride). Starting materials: BrC1=CC=2CC3=CC(=CC=C3C2C=C1)Br (2,7-dibromofluorene), C(CCCCC)Br (n-hexyl bromide), [OH-].[Na+] (sodium hydroxide). Yields the product BrC1=CC=2C(C3=CC(=CC=C3C2C=C1)Br)(CCCCCC)CCCCCC (2,7-dibromo-9,9-di-n-hexylfluorene). Procedure: In a 250 milliliter round bottom flask there was added 2,7-dibromofluorene (6.45 grams), n-hexyl bromide (16.5 grams), tetra-n-butylammonium chloride (0.5 grams), and a 50 weight % aqueous sodium hydroxide solution. The resulting mixture was stirred at 80° C. for 3 hours. After cooling to ambient temperature, about 23° C., the product mixture was transferred to a separatory funnel and extracted with toluene. The toluene extracts were washed with water and dried over anhydrous magnesium sulfate. ... Reaction conditions: temperature 80 celsius, time 3 hour. Isolated yield 179.6%.